Task: describe an organic reaction: reactants, conditions, products, and yield. Dataset: the Open Reaction Database (ORD), a public repository of structured organic reaction records Reactants: N#Cc1ccncc1, CCOc1ccc(N)cc1. The product is CCOc1ccc(NC(=N)c2ccncc2)cc1. Reaction SMILES: [C:1](#[N:2])[c:3]1[cH:4][cH:5][n:6][cH:7][cH:8]1.[CH2:9]([CH3:10])[O:11][c:12]1[cH:13][cH:14][c:15]([NH2:16])[cH:17][cH:18]1>>[C:1](=[NH:2])([c:3]1[cH:4][cH:5][n:6][cH:7][cH:8]1)[NH:16][c:15]1[cH:14][cH:13][c:12]([O:11][CH2:9][CH3:10])[cH:18][cH:17]1. The yield is 89.0%. Procedure details: A mixture of 4-nitro-benzaldehyde (5.0 g, 33.1 mmol), tosylmethyl isocyanide (6.4 g, 33.1 mmol) and potassium carbonate (7.8 g, 82.7 mmol) in methanol (100 ml) was heated under reflux for 30 minutes. After concentrating under reduced pressure, the residue was stirred with water (50 ml). The solid that was filtered to afford 5-(4-nitro-phenyl)-oxazole (5.6 g, 89% yield). 1H NMR (acetone-d6) δ 7.89 (s, 1H, Ar), 8.05 (d, 2H, J=9.3 Hz, Ar), 8.35-8.38 (m, 3H, Ar). Reaction SMILES: [N+:1]([C:4]1[CH:11]=[CH:10][C:7]([CH:8]=[O:9])=[CH:6][CH:5]=1)([O-:3])=[O:2].S([CH2:22][N+:23]#[C-:24])(C1C=CC(C)=CC=1)(=O)=O.C(=O)([O-])[O-].[K+].[K+]>CO>[N+:1]([C:4]1[CH:5]=[CH:6][C:7]([C:8]2[O:9][CH:24]=[N:23][CH:22]=2)=[CH:10][CH:11]=1)([O-:3])=[O:2] |f:2.3.4|. Yields the product [N+](=O)([O-])C1=CC=C(C=C1)C1=CN=CO1 (5-(4-nitro-phenyl)-oxazole). Starting materials: [N+](=O)([O-])C1=CC=C(C=O)C=C1 (4-nitro-benzaldehyde), S(=O)(=O)(C1=CC=C(C)C=C1)C[N+]#[C-] (tosylmethyl isocyanide), C([O-])([O-])=O.[K+].[K+] (potassium carbonate). The solvent is CO (methanol).